Dataset: the Open Reaction Database (ORD), a public repository of structured organic reaction records. Task: describe an organic reaction: reactants, conditions, products, and yield The reactants are B, C1CCOC1, CON=C(C)c1ccc(-c2ccc(-c3nc(NC4CC(C)(C)NC(C)(C)C4)ncc3C)s2)s1. The product is Cc1cnc(NC2CC(C)(C)NC(C)(C)C2)nc1-c1ccc(-c2ccc(C(C)N)s2)s1. Reaction SMILES: [BH3:1].[CH2:35]1[O:36][CH2:37][CH2:38][CH2:39]1.[CH3:2][O:3][N:4]=[C:5]([CH3:6])[c:7]1[cH:8][cH:9][c:10](-[c:12]2[s:13][c:14](-[c:17]3[n:18][c:19]([NH:24][CH:25]4[CH2:26][C:27]([CH3:33])([CH3:34])[NH:28][C:29]([CH3:31])([CH3:32])[CH2:30]4)[n:20][cH:21][c:22]3[CH3:23])[cH:15][cH:16]2)[s:11]1>>[NH2:4][CH:5]([CH3:6])[c:7]1[cH:8][cH:9][c:10](-[c:12]2[s:13][c:14](-[c:17]3[n:18][c:19]([NH:24][CH:25]4[CH2:26][C:27]([CH3:33])([CH3:34])[NH:28][C:29]([CH3:31])([CH3:32])[CH2:30]4)[n:20][cH:21][c:22]3[CH3:23])[cH:15][cH:16]2)[s:11]1. Reactants: C(C)(C)[N-]C(C)C.[Li+] (lithium diisopropylamide), BrC1=NC=CC=C1 (2-bromopyridine), FC1=CC=C(C=C1)I (1-fluoro-4-iodobenzene), tetrakis(triphenyl-phosphine)palladium(0). The reagents and catalysts are [Cl-].[Zn+2].[Cl-] (zinc chloride). Run in O1CCCC1 (tetrahydrofuran), C([O-])(O)=O.[Na+] (sodium bicarbonate). Reaction conditions: temperature -78 celsius, time 45 minute. Yields the product BrC1=NC=CC=C1C1=CC=C(C=C1)F (2-bromo-3-(4-fluorophenyl)-pyridine). Yield: 33.0%. As a reaction SMILES: [Br:1][C:2]1[CH:7]=[CH:6][CH:5]=[CH:4][N:3]=1.C([N-]C(C)C)(C)C.[Li+].[F:16][C:17]1[CH:22]=[CH:21][C:20](I)=[CH:19][CH:18]=1>O1CCCC1.C(=O)(O)[O-].[Na+].[Cl-].[Zn+2].[Cl-]>[Br:1][C:2]1[C:7]([C:20]2[CH:21]=[CH:22][C:17]([F:16])=[CH:18][CH:19]=2)=[CH:6][CH:5]=[CH:4][N:3]=1 |f:1.2,5.6,7.8.9|. Procedure details: Dissolve 2-bromopyridine (5 mL, 51.3 mmol) in tetrahydrofuran (125 mL). Cool to −78° C. and add lithium diisopropylamide (28.2 mL, 56.4 mmol, 2 M solution in heptane/tetrahydrofuran/ethylbenzene). Stir for 45 min. at −78° C., add zinc chloride (102.5 mL, 51.3 mmol, 0.5 M solution in tetrahydrofuran) and warm to 25° C. for one hr. Add 1-fluoro-4-iodobenzene (5.91 mL, 51.3 mmol) and tetrakis(triphenyl-phosphine)palladium(0) (2.96 g, 2.56 mmol) and reflux the mixture for 18 hr. Cool the mixture to ... The reactants are N-dimethylformamide, C(C(=O)Cl)(=O)Cl (oxalyl chloride), NC1=NC=CN=C1 (2-aminopyrazine), N1=CC=CC=C1 (pyridine), solution, C(C(=O)Cl)(=O)Cl (oxalyl chloride), ClC=1C=C(C=CC1S(=O)(=O)C)[C@H](C(=O)O)CC1CC(CC1)OC=O (2(R)-(3-chloro-4-methanesulfonyl-phenyl)-3-(3-formyloxy-cyclopentyl)-propionic acid). Solvent: C(Cl)Cl (methylene chloride), O1CCCC1 (tetrahydrofuran), C(Cl)Cl (methylene chloride), C(Cl)Cl (methylene chloride), C1(=CC=CC=C1)C (toluene), CN(C=O)C (N,N-dimethylformamide). Reaction conditions: temperature 25 celsius, time 1.5 hour. Product: ClC=1C=C(C=CC1S(=O)(=O)C)[C@@H](CC1CC(CC1)OC=O)C(NC1=NC=CN=C1)=O (formic acid 3-[2(R)-(3-chloro-4-methanesulfonyl-phenyl)-2-(pyrazin-2-ylcarbamoyl)-ethyl]-cyclopentyl ester). Isolated yield 82.2%. As a reaction SMILES: [Cl:1][C:2]1[CH:3]=[C:4]([C@@H:12]([CH2:16][CH:17]2[CH2:21][CH2:20][CH:19]([O:22][CH:23]=[O:24])[CH2:18]2)[C:13]([OH:15])=O)[CH:5]=[CH:6][C:7]=1[S:8]([CH3:11])(=[O:10])=[O:9].C(Cl)(=O)C(Cl)=O.[NH2:31][C:32]1[CH:37]=[N:36][CH:35]=[CH:34][N:33]=1.N1C=CC=CC=1>C1(C)C=CC=CC=1.C(Cl)Cl.O1CCCC1.CN(C)C=O>[Cl:1][C:2]1[CH:3]=[C:4]([C@H:12]([C:13](=[O:15])[NH:31][C:32]2[CH:37]=[N:36][CH:35]=[CH:34][N:33]=2)[CH2:16][CH:17]2[CH2:21][CH2:20][CH:19]([O:22][CH:23]=[O:24])[CH2:18]2)[CH:5]=[CH:6][C:7]=1[S:8]([CH3:11])(=[O:9])=[O:10]. Procedure: A solution of 2(R)-(3-chloro-4-methanesulfonyl-phenyl)-3-(3-formyloxy-cyclopentyl)-propionic acid (380 mg, 1.01 mmol) in toluene (10 mL) at 0° C. was treated with N,N-dimethylformamide (0.008 mL) followed by a 2.0M solution of oxalyl chloride in methylene chloride (0.75 mL). The reaction mixture was allowed to stir at 0° C. for 30 min and at 25° C. for 1.5 h. It appeared that a thick oil in the bottom of the reaction flask never solubilized. Additional methylene chloride (10 mL) was added at 25°... The reactants are O (water), BrCCO (2-Bromoethanol), C([O-])([O-])=O.[K+].[K+] (potassium carbonate), ClC=1C=C(NC2=NC=NC3=CC(=CC(=C23)OC[C@@H]2N(CCC2)C(CO)=O)O)C=CC1F (4-[3-chloro-4-fluoroanilino]-5-{[(2R)-1-glycoloylpyrrolidin-2-yl]methoxy}-quinazolin-7-ol). Solvent: CN(C)C=O (DMF). Run at temperature 70 celsius. Product: ClC=1C=C(NC2=NC=NC3=CC(=CC(=C23)OC[C@@H]2N(CCC2)C(CO)=O)OCCO)C=CC1F (2-[(2R)-2-({[4-[3-Chloro-4-fluoroanilino]-7-(2-hydroxyethoxy)quinazolin-5-yl]oxy}methyl)pyrrolidin-1-yl]-2-oxoethanol). Yield: 45.0%. RXN SMILES: Br[CH2:2][CH2:3][OH:4].C(=O)([O-])[O-].[K+].[K+].[Cl:11][C:12]1[CH:13]=[C:14]([CH:38]=[CH:39][C:40]=1[F:41])[NH:15][C:16]1[C:25]2[C:20](=[CH:21][C:22]([OH:37])=[CH:23][C:24]=2[O:26][CH2:27][C@H:28]2[CH2:32][CH2:31][CH2:30][N:29]2[C:33](=[O:36])[CH2:34][OH:35])[N:19]=[CH:18][N:17]=1.O>CN(C=O)C>[Cl:11][C:12]1[CH:13]=[C:14]([CH:38]=[CH:39][C:40]=1[F:41])[NH:15][C:16]1[C:25]2[C:20](=[CH:21][C:22]([O:37][CH2:2][CH2:3][OH:4])=[CH:23][C:24]=2[O:26][CH2:27][C@H:28]2[CH2:32][CH2:31][CH2:30][N:29]2[C:33](=[O:36])[CH2:34][OH:35])[N:19]=[CH:18][N:17]=1 |f:1.2.3|. Procedure details: 2-Bromoethanol (51 μl) and potassium carbonate (86 mg) were added to a mixture of 4-[3-chloro-4-fluoroanilino]-5-{[(2R)-1-glycoloylpyrrolidin-2-yl]methoxy}-quinazolin-7-ol (70 mg) in DMF and the reaction mixture was heated at 70° C. for 16 hours. The reaction mixture was cooled to room temperature and then water (5 ml) was added to leave a white precipitate. The precipitate was filtered, washed with water and then purified by column chromatography using 2-5% methanol in DCM as eluent. The produc...